Task: describe an organic reaction: reactants, conditions, products, and yield. Dataset: the Open Reaction Database (ORD), a public repository of structured organic reaction records Reactants: ClCC(C(=O)C1=CC=C(C=C1)[N+](=O)[O-])=O (chloromethyl-(4-nitrophenyl)diketone), NC(=S)N (thiourea), C(C)(=O)[O-].[Na+] (sodium acetate). The solvent is C(C)O (ethanol). Conditions: temperature 50 celsius. Yields the product NC=1SC=C(N1)C(C1=CC=C(C=C1)[N+](=O)[O-])=O (2-amino-4-(4-nitrobenzoyl)thiazole). The yield is 32.4%. As a reaction SMILES: Cl[CH2:2][C:3](=O)[C:4]([C:6]1[CH:11]=[CH:10][C:9]([N+:12]([O-:14])=[O:13])=[CH:8][CH:7]=1)=[O:5].[NH2:16][C:17]([NH2:19])=[S:18].C([O-])(=O)C.[Na+]>C(O)C>[NH2:19][C:17]1[S:18][CH:2]=[C:3]([C:4](=[O:5])[C:6]2[CH:11]=[CH:10][C:9]([N+:12]([O-:14])=[O:13])=[CH:8][CH:7]=2)[N:16]=1 |f:2.3|. Procedure details: A mixture of chloromethyl-(4-nitrophenyl)diketone (2 g), thiourea (1.5 g) and sodium acetate (1.6 g) in ethanol (20 ml) was heated at 50° C. for 4 hours with stirring. The mixture was concentrated in vacuo and the residue was triturated with water. The precipitates were collected by filtration, washed with water and dried in vacuo to give solid. The solid was subjected to column chromatography on silica gel (silica gel 60, 70-230 mesh; Merck: 100 g) and eluted with a mixture of chloroform and me... The reactants are CCOC(=O)Cc1ccc(NC(=O)c2nccc3ccccc23)c(Br)c1, C1CCOC1, Cl, [Na+], [OH-]. The product is O=C(O)Cc1ccc(NC(=O)c2nccc3ccccc23)c(Br)c1. As a reaction SMILES: [Br:1][c:2]1[cH:3][c:4]([CH2:21][C:22](=[O:23])[O:24][CH2:25][CH3:26])[cH:5][cH:6][c:7]1[NH:8][C:9](=[O:10])[c:11]1[n:12][cH:13][cH:14][c:15]2[cH:16][cH:17][cH:18][cH:19][c:20]12.[CH2:30]1[O:31][CH2:32][CH2:33][CH2:34]1.[ClH:29].[Na+:28].[OH-:27]>>[Br:1][c:2]1[cH:3][c:4]([CH2:21][C:22](=[O:23])[OH:24])[cH:5][cH:6][c:7]1[NH:8][C:9](=[O:10])[c:11]1[n:12][cH:13][cH:14][c:15]2[cH:16][cH:17][cH:18][cH:19][c:20]12. Starting materials: COC(=O)CCCOc1c(C)cc2cccnc2c1N1CCCN(C(=O)OC(C)(C)C)CC1, CO, Cl, C1COCCO1. Yields the product COC(=O)CCCOc1c(C)cc2cccnc2c1N1CCCNCC1. Reaction SMILES: [C:1]([O:2][C:3](=[O:4])[N:8]1[CH2:9][CH2:10][N:11]([c:15]2[c:16]([O:26][CH2:27][CH2:28][CH2:29][C:30](=[O:31])[O:32][CH3:33])[c:17]([CH3:25])[cH:18][c:19]3[cH:20][cH:21][cH:22][n:23][c:24]23)[CH2:12][CH2:13][CH2:14]1)([CH3:5])([CH3:6])[CH3:7].[CH3:35][OH:36].[ClH:34].[O:37]1[CH2:38][CH2:39][O:40][CH2:41][CH2:42]1>>[NH:8]1[CH2:9][CH2:10][N:11]([c:15]2[c:16]([O:26][CH2:27][CH2:28][CH2:29][C:30](=[O:31])[O:32][CH3:33])[c:17]([CH3:25])[cH:18][c:19]3[cH:20][cH:21][cH:22][n:23][c:24]23)[CH2:12][CH2:13][CH2:14]1. Starting materials: CO, COc1ccc(S(=O)(=O)c2cccc3ccccc23)cc1N1CCN(C(=O)C(F)(F)F)CC1, [Na+], [OH-], O. Product: COc1ccc(S(=O)(=O)c2cccc3ccccc23)cc1N1CCNCC1. As a reaction SMILES: [CH3:37][OH:38].[F:3][C:4]([F:5])([F:6])[C:34]([N:7]1[CH2:8][CH2:9][N:10]([c:13]2[c:14]([O:32][CH3:33])[cH:15][cH:16][c:17]([S:19](=[O:20])(=[O:21])[c:22]3[cH:23][cH:24][cH:25][c:26]4[cH:27][cH:28][cH:29][cH:30][c:31]34)[cH:18]2)[CH2:11][CH2:12]1)=[O:35].[Na+:2].[OH-:1].[OH2:36]>>[NH:7]1[CH2:8][CH2:9][N:10]([c:13]2[c:14]([O:32][CH3:33])[cH:15][cH:16][c:17]([S:19](=[O:20])(=[O:21])[c:22]3[cH:23][cH:24][cH:25][c:26]4[cH:27][cH:28][cH:29][cH:30][c:31]34)[cH:18]2)[CH2:11][CH2:12]1. Reactants: NC\C=C\C=C ((E)-1-amino-2,4-pentadiene), C1CCOC1 (THF). The product is OCC1C2CNCC2C=CC1 ((1RS,2SR,6RS)-2-Hydroxymethyl-8-azabicyclo[4.3.0]non-4-ene). RXN SMILES: [NH2:1][CH2:2]/[CH:3]=[CH:4]/[CH:5]=[CH2:6].[CH2:7]1[CH2:11][O:10][CH2:9][CH2:8]1>>[OH:10][CH2:11][CH:7]1[CH2:6][CH:5]=[CH:4][CH:3]2[CH:8]1[CH2:9][NH:1][CH2:2]2. Procedure details: Initially introduce 83.2 g (1.0 mol) of (E)-1-amino-2,4-pentadiene (title compound from Example B.2.) in 250 ml of THF, and add 0.1 g of 4-hydroxyanisole. Subsequently, at an internal temperature of 20°-30° C., add 229.2 g (1.05 mol) of di-tert-butyl dicarbonate dissolved in 250 ml of THF dropwise. After addition is complete, stir at room temperature for 20 h. Add 103.0 g (1.05 mol) of maleic anhydride, and heat to reflux for 5 h. Concentrate and take up the residue in 500 ml of methanol, add 30... Reactants: CC=1C2=C(N=CN1)NC=C2 (4-methyl-7H-pyrrolo[2,3-d]pyrimidine), FC1=C(C=CC(=C1C=O)F)NS(=O)(=O)CCC (propane-1-sulfonic acid (2,4-difluoro-3-formyl-phenyl)-amide), [OH-].[K+] (potassium hydroxide). Run in CO (methanol). Run at time 30 hour. The product is FC1=C(C=CC(=C1C(C1=CNC=2N=CN=C(C21)C)O)F)NS(=O)(=O)CCC (propane-1-sulfonic acid {2,4-difluoro-3-[hydroxy-(4-methyl-7H-pyrrolo[2,3-d]pyrimidin-5-yl)-methyl]-phenyl}-amide). Isolated yield 37.7%. RXN SMILES: [CH3:1][C:2]1[C:3]2[CH:10]=[CH:9][NH:8][C:4]=2[N:5]=[CH:6][N:7]=1.[F:11][C:12]1[C:17]([CH:18]=[O:19])=[C:16]([F:20])[CH:15]=[CH:14][C:13]=1[NH:21][S:22]([CH2:25][CH2:26][CH3:27])(=[O:24])=[O:23].[OH-].[K+]>CO>[F:11][C:12]1[C:17]([CH:18]([OH:19])[C:10]2[C:3]3[C:2]([CH3:1])=[N:7][CH:6]=[N:5][C:4]=3[NH:8][CH:9]=2)=[C:16]([F:20])[CH:15]=[CH:14][C:13]=1[NH:21][S:22]([CH2:25][CH2:26][CH3:27])(=[O:24])=[O:23] |f:2.3|. Procedure details: To 4-methyl-7H-pyrrolo[2,3-d]pyrimidine (42, 0.192 g, 1.44 mmol), propane-1-sulfonic acid (2,4-difluoro-3-formyl-phenyl)-amide (9, 0.456 g, 1.73 mmol), potassium hydroxide (0.263 g, 4.69 mmol) and 1.0 mL of methanol were added to provide a solution. The reaction was allowed to stir at room temperature for 30 hours, then quenched with water and adjusted to pH ˜5 with acetic acid and sodium bicarbonate and extracted with ethyl acetate and saturated sodium chloride. The organic layer was washed wit...